This data is from the Open Reaction Database (ORD), a public repository of structured organic reaction records. The task is: describe an organic reaction: reactants, conditions, products, and yield Reaction SMILES: [C:1]1([CH:7]([C:15]2[CH:20]=[CH:19][CH:18]=[CH:17][CH:16]=2)[O:8][CH:9]2[CH2:14][CH2:13][NH:12][CH2:11][CH2:10]2)[CH:6]=[CH:5][CH:4]=[CH:3][CH:2]=1.Cl[CH2:22][CH2:23][O:24][CH2:25][CH2:26][OH:27].[I-].[Na+].C(=O)([O-])[O-].[K+].[K+]>CN(C)C=O>[C:15]1([CH:7]([C:1]2[CH:2]=[CH:3][CH:4]=[CH:5][CH:6]=2)[O:8][CH:9]2[CH2:14][CH2:13][N:12]([CH2:22][CH2:23][O:24][CH2:25][CH2:26][OH:27])[CH2:11][CH2:10]2)[CH:16]=[CH:17][CH:18]=[CH:19][CH:20]=1 |f:2.3,4.5.6|. Procedure: 1.30 g of 4-(diphenylmethoxy)piperidine was dissolved in 10 ml of N,N-dimethylformamide; 0.52 ml of 2-(2-chloroethoxy)ethanol, 0.73 g of sodium iodide and 0.81 g of potassium carbonate were added, followed by stirring at 100° C. for 1 hour. Ice water was added, followed by extraction with ethyl ether; the extract was washed with saline and dried with magnesium sulfate. After the dry product was concentrated under reduced pressure, the residue was subjected to silica gel column chromatography and... The solvent is CN(C=O)C (N,N-dimethylformamide). Run at temperature 100 celsius, time 1 hour. The reactants are ClCCOCCO (2-(2-chloroethoxy)ethanol), [I-].[Na+] (sodium iodide), C([O-])([O-])=O.[K+].[K+] (potassium carbonate), Ice water, C1(=CC=CC=C1)C(OC1CCNCC1)C1=CC=CC=C1 (4-(diphenylmethoxy)piperidine). The product is C1(=CC=CC=C1)C(OC1CCN(CC1)CCOCCO)C1=CC=CC=C1 (4-(diphenylmethoxy)-1-[2-(2-hydroxyethoxy)ethyl]piperidine). Starting materials: CCOC(=O)C (EtOAc), ClC=1C2=C(N=CN1)SC1=C2CCC1 (4-chloro-6,7-dihydro-5H-cyclopenta[4,5]thieno[2,3-d]pyrimidine), C(C)NCC (diethylamine), C(C)NCC (diethylamine), C(C)(C)(C)O (t-butanol). Solvent: O.Cl (H2O HCl). Product: C(C)N(C=1C2=C(N=CN1)SC1=C2CCCC1)CC (N,N-diethyl-5,6,7,8-Tetrahydro[1]benzothieno[2,3-d]pyrimidin-4-amine). RXN SMILES: Cl[C:2]1[C:3]2[C:10]3[CH2:11][CH2:12][CH2:13][C:9]=3[S:8][C:4]=2[N:5]=[CH:6][N:7]=1.[CH2:14]([NH:16][CH2:17][CH3:18])[CH3:15].[C:19](O)(C)(C)C.CCOC(C)=O>O.Cl>[CH2:14]([N:16]([CH2:17][CH3:18])[C:2]1[C:3]2[C:10]3[CH2:19][CH2:11][CH2:12][CH2:13][C:9]=3[S:8][C:4]=2[N:5]=[CH:6][N:7]=1)[CH3:15] |f:4.5|. Reported procedure: To a slurry of 0.044 g 4-chloro-6,7-dihydro-5H-cyclopenta[4,5]thieno[2,3-d]pyrimidine (0.196 mmol) in 1 mL of 100:1 H2O/HCl was added 0.014 g (0.02 mL, 0.106 mmol) diethylamine. The mixture was heated to reflux, and an additional 0.2 mL diethylamine and 1 mL of t-butanol were added and heated continued at reflux for an additional 1 h. TLC (20% EtOAc/80% pet ether) showed complete reaction and the 1H NMR of the isolated material was consistent with the desired product. Starting materials: C1CCOC1, C1CCOC1, CS(=O)(=O)Cl, CO, O=c1[nH]c(=O)n(C2CC(Cl)C(CO)O2)cc1C=CBr, ClCCl, Cl, O, c1ccncc1. Product: CS(=O)(=O)OCC1OC(n2cc(C=CBr)c(=O)[nH]c2=O)CC1Cl. Reaction SMILES: [CH2:31]1[O:32][CH2:33][CH2:34][CH2:35]1.[CH2:42]1[O:43][CH2:44][CH2:45][CH2:46]1.[CH3:20][S:21](=[O:22])(=[O:23])[Cl:24].[CH3:25][OH:26].[Cl:1][CH:2]1[CH2:3][CH:4]([n:9]2[c:10](=[O:11])[nH:12][c:13](=[O:14])[c:15]([CH:17]=[CH:18][Br:19])[cH:16]2)[O:5][CH:6]1[CH2:7][OH:8].[Cl:27][CH2:28][Cl:29].[ClH:30].[OH2:47].[cH:36]1[cH:37][cH:38][n:39][cH:40][cH:41]1>>[Cl:1][CH:2]1[CH2:3][CH:4]([n:9]2[c:10](=[O:11])[nH:12][c:13](=[O:14])[c:15]([CH:17]=[CH:18][Br:19])[cH:16]2)[O:5][CH:6]1[CH2:7][O:8][S:21]([CH3:20])(=[O:22])=[O:23].